From a dataset of the Open Reaction Database (ORD), a public repository of structured organic reaction records. describe an organic reaction: reactants, conditions, products, and yield Yields the product CNc1nc(Nc2ccc(-n3cnc(Cl)c3)c(OC)c2)nc2c1C(=O)CC2c1ccccc1. Starting materials: C1CCOC1, CNc1nc(Cl)nc2c1C(=O)CC2c1ccccc1, COc1cc(N)ccc1-n1cnc(Cl)c1, O=S(=O)(O)O. RXN SMILES: [CH2:40]1[O:41][CH2:42][CH2:43][CH2:44]1.[Cl:1][c:2]1[n:3][c:4]([NH:18][CH3:19])[c:5]2[c:6]([n:7]1)[CH:8]([c:12]1[cH:13][cH:14][cH:15][cH:16][cH:17]1)[CH2:9][C:10]2=[O:11].[Cl:20][c:21]1[n:22][cH:23][n:24](-[c:26]2[c:27]([O:33][CH3:34])[cH:28][c:29]([NH2:30])[cH:31][cH:32]2)[cH:25]1.[S:35](=[O:36])(=[O:37])([OH:38])[OH:39]>>[c:2]1([NH:30][c:29]2[cH:28][c:27]([O:33][CH3:34])[c:26](-[n:24]3[cH:23][n:22][c:21]([Cl:20])[cH:25]3)[cH:32][cH:31]2)[n:3][c:4]([NH:18][CH3:19])[c:5]2[c:6]([n:7]1)[CH:8]([c:12]1[cH:13][cH:14][cH:15][cH:16][cH:17]1)[CH2:9][C:10]2=[O:11]. The reactants are C(C)(=O)O[C@@H]1OCC[C@@H]1NC([C@@H](NS(=O)(=O)C1=CC=C(C=C1)[N+](=O)[O-])CC(C)C)=O ((2S,3S)-2-acetoxy-3-[[N-(4-nitrobenzenesulfonyl)-(L)-leucyl]amino]tetrahydrofuran), palladum-on-carbon. Solvent: C(C)O (ethanol). The product is C(C)(=O)O[C@@H]1OCC[C@@H]1NC([C@@H](NS(=O)(=O)C1=CC=C(C=C1)N)CC(C)C)=O ((2S,3S)-2-acetoxy-3-[[N-(4-aminobenzenesulfonyl)-(L)-leucyl]amino]tetrahydrofuran). The yield is 75.1%. RXN SMILES: [C:1]([O:4][C@H:5]1[C@@H:9]([NH:10][C:11](=[O:30])[C@H:12]([CH2:26][CH:27]([CH3:29])[CH3:28])[NH:13][S:14]([C:17]2[CH:22]=[CH:21][C:20]([N+:23]([O-])=O)=[CH:19][CH:18]=2)(=[O:16])=[O:15])[CH2:8][CH2:7][O:6]1)(=[O:3])[CH3:2]>C(O)C>[C:1]([O:4][C@H:5]1[C@@H:9]([NH:10][C:11](=[O:30])[C@H:12]([CH2:26][CH:27]([CH3:28])[CH3:29])[NH:13][S:14]([C:17]2[CH:18]=[CH:19][C:20]([NH2:23])=[CH:21][CH:22]=2)(=[O:15])=[O:16])[CH2:8][CH2:7][O:6]1)(=[O:3])[CH3:2]. Procedure: In ethanol (100 ml) was dissolved (2S,3S)-2-acetoxy-3-[[N-(4-nitrobenzenesulfonyl)-(L)-leucyl]amino]tetrahydrofuran (1.0 g) followed by addition of palladum-on-carbon (5%, 0.5 g) and the catalytic hydrogenation was carried out at ambient temperature and atmospheric pressure. The catalyst was filtered off and the filtrate was concentrated under reduced pressure to provide (2S,3S)-2-acetoxy-3-[[N-(4-aminobenzenesulfonyl)-(L)-leucyl]amino]tetrahydrofuran (chemical formula below) (0.7 g, 74%). As re... Starting materials: C(C)OC(=O)CCCC1CCN(CC1)C(=O)OC(C)(C)C (tert-Butyl 4-(3-ethoxycarbonylpropyl)piperidine-1-carboxylate). The solvent is FC(C(=O)O)(F)F (trifluoroacetic acid). Conditions: time 20 minute. Yields the product N1CCC(CC1)CCCC(=O)OCC (Ethyl 4-(piperidin-4-yl)butyrate). Isolated yield 144.3%. Reaction SMILES: [CH2:1]([O:3][C:4]([CH2:6][CH2:7][CH2:8][CH:9]1[CH2:14][CH2:13][N:12](C(OC(C)(C)C)=O)[CH2:11][CH2:10]1)=[O:5])[CH3:2]>FC(F)(F)C(O)=O>[NH:12]1[CH2:13][CH2:14][CH:9]([CH2:8][CH2:7][CH2:6][C:4]([O:3][CH2:1][CH3:2])=[O:5])[CH2:10][CH2:11]1. Reported procedure: tert-Butyl 4-(3-ethoxycarbonylpropyl)piperidine-1-carboxylate (1.2 g, 4.0 mmol, Production example 43-1) was dissolved in trifluoroacetic acid (30 ml), and the reaction mixture was stirred at room temperature for 20 minutes. This was concentrated under reduced pressure, and was further azeotropically distilled with toluene. The obtained residue was partitioned between ethyl acetate and a saturated aqueous solution of sodium hydrogencarbonate. The organic layer was dried over anhydrous magnesium ... Reactants: CCN(C(C)C)C(C)C, O=C(NCc1ccc(S(=O)(=O)N2CCNCC2)s1)c1ccc(Cl)cc1, ClC(Cl)Cl, O=C(Cl)C=Cc1ccccc1. The product is O=C(NCc1ccc(S(=O)(=O)N2CCN(C(=O)C=Cc3ccccc3)CC2)s1)c1ccc(Cl)cc1. RXN SMILES: [CH:26]([N:27]([CH2:28][CH3:29])[CH:30]([CH3:31])[CH3:32])([CH3:33])[CH3:34].[Cl:1][c:2]1[cH:3][cH:4][c:5]([C:6](=[O:7])[NH:8][CH2:9][c:10]2[s:11][c:12]([S:15](=[O:16])(=[O:17])[N:18]3[CH2:19][CH2:20][NH:21][CH2:22][CH2:23]3)[cH:13][cH:14]2)[cH:24][cH:25]1.[Cl:46][CH:47]([Cl:48])[Cl:49].[c:35]1([CH:41]=[CH:42][C:43](=[O:44])[Cl:45])[cH:36][cH:37][cH:38][cH:39][cH:40]1>>[Cl:1][c:2]1[cH:3][cH:4][c:5]([C:6](=[O:7])[NH:8][CH2:9][c:10]2[s:11][c:12]([S:15](=[O:16])(=[O:17])[N:18]3[CH2:19][CH2:20][N:21]([C:43]([CH:42]=[CH:41][c:35]4[cH:36][cH:37][cH:38][cH:39][cH:40]4)=[O:44])[CH2:22][CH2:23]3)[cH:13][cH:14]2)[cH:24][cH:25]1. The reactants are BrC1=CC=C(COC2=NC=CC=C2)C=C1 (2-(4-bromo-benzyloxy)-pyridine), CN(C=O)C (N,N-dimethyl formamide), O (Water), Example 230-1-1, C(CCC)[Li] (n-butyl lithium). Run in C(C)(=O)OCC (ethyl acetate), O1CCCC1 (tetrahydrofuran). Run at time 30 minute. Yields the product N1=C(C=CC=C1)OCC1=CC=C(C=O)C=C1 (4-(Pyridin-2-yloxymethyl)-benzaldehyde). RXN SMILES: Br[C:2]1[CH:15]=[CH:14][C:5]([CH2:6][O:7][C:8]2[CH:13]=[CH:12][CH:11]=[CH:10][N:9]=2)=[CH:4][CH:3]=1.C([Li])CCC.CN(C)[CH:23]=[O:24].O>O1CCCC1.C(OCC)(=O)C>[N:9]1[CH:10]=[CH:11][CH:12]=[CH:13][C:8]=1[O:7][CH2:6][C:5]1[CH:14]=[CH:15][C:2]([CH:23]=[O:24])=[CH:3][CH:4]=1. Procedure details: To a solution of 2-(4-bromo-benzyloxy)-pyridine described in Manufacturing Example 230-1-1 (34 g, 128 mmol) in tetrahydrofuran (120 mL) was added dropwise n-butyl lithium (50 mL, 2.6 M hexane solution, 134 mmol) at −78° C. After stirring for 30 minutes, N,N-dimethyl formamide (10 mL, 134 mmol) was added dropwise to this reaction solution at −78° C., which was stirred at room temperature. Water and ethyl acetate were added to the reaction solution, and liquid separation was carried out. The ethyl... Procedure: A mixture of 1-cyclopentyl-3-ethyl-6-methylsulfonylpyrazolo[3,4-d]pyrimidin-4-one (3.1 g, 0.01 mol) and imidazole (2.1 g, 0.03 mol) was heated at 165°-175° C. for 3.5 hours. The mixture was cooled to room temperature and water (25 ml), followed by acetic acid (3 ml) were added. A precipitate was obtained which was collected by filtration and washed with water. The product was recrystallized from ethanol/ether to afford 2.4 g (81%) of 1-cyclopentyl-3-ethyl-6-(1-imidazolyl)pyrazolo[3,4-d]pyrimidin... RXN SMILES: [CH:1]1([N:6]2[C:10]3=[N:11][C:12](S(C)(=O)=O)=[N:13][C:14](=[O:15])[C:9]3=[C:8]([CH2:20][CH3:21])[NH:7]2)[CH2:5][CH2:4][CH2:3][CH2:2]1.[NH:22]1[CH:26]=[CH:25][N:24]=[CH:23]1.O>C(O)(=O)C>[CH:1]1([N:6]2[C:10]3=[N:11][C:12]([N:22]4[CH:26]=[CH:25][N:24]=[CH:23]4)=[N:13][C:14](=[O:15])[C:9]3=[C:8]([CH2:20][CH3:21])[NH:7]2)[CH2:5][CH2:4][CH2:3][CH2:2]1. The solvent is C(C)(=O)O (acetic acid). Yields the product C1(CCCC1)N1NC(=C2C1=NC(=NC2=O)N2C=NC=C2)CC (1-cyclopentyl-3-ethyl-6-(1-imidazolyl)pyrazolo[3,4-d]pyrimidin-4-one). The reactants are C1(CCCC1)N1NC(=C2C1=NC(=NC2=O)S(=O)(=O)C)CC (1-cyclopentyl-3-ethyl-6-methylsulfonylpyrazolo[3,4-d]pyrimidin-4-one), N1C=NC=C1 (imidazole), O (water). Isolated yield 80.4%.